From a dataset of the Open Reaction Database (ORD), a public repository of structured organic reaction records. describe an organic reaction: reactants, conditions, products, and yield Starting materials: C(C1=CC=CC=C1)(=O)C1CCN(CC1)CC(=O)O (2-(4-benzoylpiperidin-1-yl)acetic acid), FC(CNCC=1NC(C2=C(N1)CCOC2)=O)F (2-((2,2-difluoroethylamino)methyl)-7,8-dihydro-3H-pyrano[4,3-d]pyrimidin-4(5H)-one), C24H29F2N4O4, CC#N.O (CH3CN H2O). Run in C(=O)O (formic acid). Product: C(C1=CC=CC=C1)(=O)C1CCN(CC1)CC(=O)N(CC=1NC(C2=C(N1)CCOC2)=O)CC(F)F (2-(4-Benzoyl-piperidin-1-yl)-N-(2,2-difluoro-ethyl)-N-(4-oxo-3,5,7,8-tetrahydro-4H-pyrano[4,3-d]pyrimidin-2-ylmethyl)-acetamide). Reaction SMILES: [C:1]([CH:9]1[CH2:14][CH2:13][N:12]([CH2:15][C:16]([OH:18])=O)[CH2:11][CH2:10]1)(=[O:8])[C:2]1[CH:7]=[CH:6][CH:5]=[CH:4][CH:3]=1.[F:19][CH:20]([F:35])[CH2:21][NH:22][CH2:23][C:24]1[NH:25][C:26](=[O:34])[C:27]2[CH2:33][O:32][CH2:31][CH2:30][C:28]=2[N:29]=1.CC#N.O>C(O)=O>[C:1]([CH:9]1[CH2:10][CH2:11][N:12]([CH2:15][C:16]([N:22]([CH2:21][CH:20]([F:35])[F:19])[CH2:23][C:24]2[NH:25][C:26](=[O:34])[C:27]3[CH2:33][O:32][CH2:31][CH2:30][C:28]=3[N:29]=2)=[O:18])[CH2:13][CH2:14]1)(=[O:8])[C:2]1[CH:3]=[CH:4][CH:5]=[CH:6][CH:7]=1 |f:2.3|. Procedure details: The title compound (0.07 g) was prepared following the general procedure of Example 1 from 2-(4-benzoylpiperidin-1-yl)acetic acid and 2-((2,2-difluoroethylamino)methyl)-7,8-dihydro-3H-pyrano[4,3-d]pyrimidin-4(5H)-one. 1H NMR (400 MHz, MeOD) δ ppm 7.89-8.03 (m, 2H), 7.44-7.66 (m, 3H), 5.88-6.43 (m, 1H), 4.61-4.69 (m, 1H), 4.53-4.60 (m, 1H), 4.40-4.48 (m, 1H), 3.78-4.23 (m, 5H), 3.36-3.59 (m, 2H), 3.02-3.18 (m, 1H), 2.83-2.93 (m, 1H), 2.54-2.69 (m, 3H), 2.13-2.36 (m, 2H), 1.65-1.97 (m, 3H), 1.37-1... The reactants are C([O-])([O-])=O.[K+].[K+] (Potassium carbonate), BrC=1C=C(C=C(C1)Br)S (3,5-dibromobenzenethiol), ClC(C(CC)=O)C(CC)=O (4-chloroheptane-3,5-dione). Run in CC(=O)C (acetone). Reaction conditions: time 15 hour. The product is BrC=1C=C(C=C(C1)Br)SC(C(CC)=O)C(CC)=O (4-[(3,5-Dibromophenyl)sulfanyl]-3,5-heptanedione). The yield is 72.5%. RXN SMILES: C(=O)([O-])[O-].[K+].[K+].[Br:7][C:8]1[CH:9]=[C:10]([SH:15])[CH:11]=[C:12]([Br:14])[CH:13]=1.Cl[CH:17]([C:22](=[O:25])[CH2:23][CH3:24])[C:18](=[O:21])[CH2:19][CH3:20]>CC(C)=O>[Br:7][C:8]1[CH:9]=[C:10]([S:15][CH:17]([C:22](=[O:25])[CH2:23][CH3:24])[C:18](=[O:21])[CH2:19][CH3:20])[CH:11]=[C:12]([Br:14])[CH:13]=1 |f:0.1.2|. Procedure details: Potassium carbonate (1.9 g, 14 mmol) was added to a solution of 3,5-dibromobenzenethiol (2.84 g, 10.5 mmol) (Preparation 48) and 4-chloroheptane-3,5-dione (1.7 g, 10.5 mmol) (Preparation 40) in acetone (12 ml) producing a white suspension. The mixture was stirred at room temperature for 15 hours. The mixture was concentrated under reduced pressure and the residue was partitioned between dichloromethane (100 ml) and 1N hydrochloric acid (70 ml). The aqueous layer was extracted with further dichlo... Reactants: [Br-], CC[Mg+], CN(C)C=O, Clc1cc2c(cn1)-c1nc(I)cn1CCO2, C1CCOC1. Product: O=Cc1cn2c(n1)-c1cnc(Cl)cc1OCC2. As a reaction SMILES: [Br-:1].[CH2:2]([Mg+:3])[CH3:4].[CH3:21][N:22]([CH:23]=[O:24])[CH3:25].[Cl:5][c:6]1[cH:7][c:8]2[c:9]([cH:19][n:20]1)-[c:10]1[n:11]([cH:15][c:16]([I:18])[n:17]1)[CH2:12][CH2:13][O:14]2.[O:26]1[CH2:27][CH2:28][CH2:29][CH2:30]1>>[Cl:5][c:6]1[cH:7][c:8]2[c:9]([cH:19][n:20]1)-[c:10]1[n:11]([cH:15][c:16]([CH:23]=[O:24])[n:17]1)[CH2:12][CH2:13][O:14]2.